Dataset: the Open Reaction Database (ORD), a public repository of structured organic reaction records. Task: describe an organic reaction: reactants, conditions, products, and yield Reactants: ClC=1C=CC2=C(CN3C(C(N2)=O)CCC3)C1 (7-chloro-1,2,3,5,10,11a-hexahydro-11H-pyrrolo- [2,1-c] [1,4]benzodiazepin-11-one), C1(CCC1)CBr (cyclobutylmethylbromide). Product: ClC=1C=CC2=C(CN3C(C(N2CC2CCC2)=O)CCC3)C1 (7-Chloro-10-cyclobutylmethyl-1,2,3,5,10,11a- hexahydro-11H-pyrrolo[2,1-c] [1,4]benzodiazepin-11- one). Reaction SMILES: [Cl:1][C:2]1[CH:3]=[CH:4][C:5]2[NH:11][C:10](=[O:12])[CH:9]3[CH2:13][CH2:14][CH2:15][N:8]3[CH2:7][C:6]=2[CH:16]=1.[CH:17]1([CH2:21]Br)[CH2:20][CH2:19][CH2:18]1>>[Cl:1][C:2]1[CH:3]=[CH:4][C:5]2[N:11]([CH2:21][CH:17]3[CH2:20][CH2:19][CH2:18]3)[C:10](=[O:12])[CH:9]3[CH2:13][CH2:14][CH2:15][N:8]3[CH2:7][C:6]=2[CH:16]=1. Procedure: If 7-chloro-1,2,3,5,10,11a-hexahydro-11H-pyrrolo- [2,1-c] [1,4]benzodiazepin-11-one is treated with cyclobutylmethylbromide by the procedure of Example 18, the above product is obtained. Reactants: C=CCC1(c2ccc(F)cc2)CCN(C(C)c2cccc(Br)c2)C(=O)O1, Cl[Cu], CN(C)C=O, O, O, Cl[Pd]Cl. The product is CC(=O)CC1(c2ccc(F)cc2)CCN(C(C)c2cccc(Br)c2)C(=O)O1. As a reaction SMILES: [CH2:1]([CH:2]=[CH2:3])[C:4]1([c:20]2[cH:21][cH:22][c:23]([F:26])[cH:24][cH:25]2)[CH2:5][CH2:6][N:7]([CH:11]([CH3:12])[c:13]2[cH:14][c:15]([Br:19])[cH:16][cH:17][cH:18]2)[C:8](=[O:10])[O:9]1.[Cu:36][Cl:37].[O:27]=[CH:28][N:29]([CH3:30])[CH3:31].[O:32].[OH2:38].[Pd:33]([Cl:34])[Cl:35]>>[CH2:1]([C:2]([CH3:3])=[O:27])[C:4]1([c:20]2[cH:21][cH:22][c:23]([F:26])[cH:24][cH:25]2)[CH2:5][CH2:6][N:7]([CH:11]([CH3:12])[c:13]2[cH:14][c:15]([Br:19])[cH:16][cH:17][cH:18]2)[C:8](=[O:10])[O:9]1. Starting materials: C1CCOC1, CO, CCC(CN(C)S(=O)(=O)C1CC1)N1C(=O)C(C(C)C(=O)OC)CC(c2cccc(Cl)c2)C1c1ccc(Cl)cc1, Cl, [Li+], [OH-], O. Product: CCC(CN(C)S(=O)(=O)C1CC1)N1C(=O)C(C(C)C(=O)O)CC(c2cccc(Cl)c2)C1c1ccc(Cl)cc1. RXN SMILES: [CH2:45]1[O:46][CH2:47][CH2:48][CH2:49]1.[CH3:43][OH:44].[Cl:1][c:2]1[cH:3][c:4]([CH:8]2[CH2:9][CH:10]([CH:34]([C:35](=[O:36])[O:37][CH3:38])[CH3:39])[C:11](=[O:33])[N:12]([CH:21]([CH2:22][N:23]([S:24](=[O:25])(=[O:26])[CH:27]3[CH2:28][CH2:29]3)[CH3:30])[CH2:31][CH3:32])[CH:13]2[c:14]2[cH:15][cH:16][c:17]([Cl:20])[cH:18][cH:19]2)[cH:5][cH:6][cH:7]1.[ClH:42].[Li+:41].[OH-:40].[OH2:50]>>[Cl:1][c:2]1[cH:3][c:4]([CH:8]2[CH2:9][CH:10]([CH:34]([C:35](=[O:36])[OH:37])[CH3:39])[C:11](=[O:33])[N:12]([CH:21]([CH2:22][N:23]([S:24](=[O:25])(=[O:26])[CH:27]3[CH2:28][CH2:29]3)[CH3:30])[CH2:31][CH3:32])[CH:13]2[c:14]2[cH:15][cH:16][c:17]([Cl:20])[cH:18][cH:19]2)[cH:5][cH:6][cH:7]1.